From a dataset of the Open Reaction Database (ORD), a public repository of structured organic reaction records. describe an organic reaction: reactants, conditions, products, and yield Isolated yield 54.0%. Starting materials: S(N)(=O)(=O)Cl (sulfamoyl chloride), O(C1=CC=CC=C1)CCCCO (4-phenoxy-1-butanol). Procedure details: The title compound was prepared by procedures of Example 16 from sulfamoyl chloride and 4-phenoxy-1-butanol in 54% yield as an off-white solid, mp 76°-77° C. Reaction SMILES: [S:1](Cl)(=[O:4])(=[O:3])[NH2:2].[O:6]([CH2:13][CH2:14][CH2:15][CH2:16][OH:17])[C:7]1[CH:12]=[CH:11][CH:10]=[CH:9][CH:8]=1>>[O:6]([CH2:13][CH2:14][CH2:15][CH2:16][O:17][S:1](=[O:4])(=[O:3])[NH2:2])[C:7]1[CH:12]=[CH:11][CH:10]=[CH:9][CH:8]=1. The product is O(C1=CC=CC=C1)CCCCOS(N)(=O)=O (Sulfamic acid 4-phenoxybutyl ester). Reactants: [BH4-].[Na+] (sodium borohydride), COC([C@@H](NC(C1=CC=CC=C1)=O)CC1=CC(=CC(=C1)OC)OC)=O (N-benzoyl-3-(3',5'-dimethoxy-phenyl)alanine methyl ester). The solvent is O1CCCC1 (tetrahydrofuran). Conditions: time 30 minute. Product: C(C1=CC=CC=C1)(=O)NC(CO)CC1=CC(=CC(=C1)OC)OC (2-benzamido-3-(3',5'-dimethoxy-phenyl)-1-propanol). RXN SMILES: [BH4-].[Na+].C[O:4][C:5](=O)[C@H:6]([CH2:16][C:17]1[CH:22]=[C:21]([O:23][CH3:24])[CH:20]=[C:19]([O:25][CH3:26])[CH:18]=1)[NH:7][C:8](=[O:15])[C:9]1[CH:14]=[CH:13][CH:12]=[CH:11][CH:10]=1>O1CCCC1>[C:8]([NH:7][CH:6]([CH2:16][C:17]1[CH:18]=[C:19]([O:25][CH3:26])[CH:20]=[C:21]([O:23][CH3:24])[CH:22]=1)[CH2:5][OH:4])(=[O:15])[C:9]1[CH:14]=[CH:13][CH:12]=[CH:11][CH:10]=1 |f:0.1|. Procedure details: 4.2 gm of sodium borohydride were added to a stirred mixture of 34.3 gm of N-benzoyl-3-(3',5'-dimethoxy-phenyl)alanine methyl ester and 350 ml of tetrahydrofuran at room temperature, the resulting mixture was stirred for 30 minutes more at room temperature, and then it was refluxed for five hours. After cooling of the reaction mixture, the solvent was distilled off in vacuo, the residue was suspended in water, and the suspension was acidified with acetic acid. The crystalline precipitate formed ... Reactants: C(C1=CC=C(C=C1)OC)(=O)OCC (ethyl p-anisate), C(C)(C)NC(C)C (diisopropylamine), N1=CC(=CC=C1)C (β-picoline), C(CCC)[Li].CCCCCC (n-butyllithium hexane). Run in O1CCCC1 (tetrahydrofuran), O (water), O1CCCC1 (tetrahydrofuran). Run at temperature -5 celsius. Product: COC1=CC=C(C=C1)C(CC=1C=NC=CC1)=O (1-(4-methoxyphenyl)-2-(3-pyridyl)ethanone). Yield: 85.0%. As a reaction SMILES: C(NC(C)C)(C)C.C([Li])CCC.CCCCCC.[N:19]1[CH:24]=[CH:23][CH:22]=[C:21]([CH3:25])[CH:20]=1.[C:26](OCC)(=[O:35])[C:27]1[CH:32]=[CH:31][C:30]([O:33][CH3:34])=[CH:29][CH:28]=1>O1CCCC1.O>[CH3:34][O:33][C:30]1[CH:31]=[CH:32][C:27]([C:26](=[O:35])[CH2:25][C:21]2[CH:20]=[N:19][CH:24]=[CH:23][CH:22]=2)=[CH:28][CH:29]=1 |f:1.2|. Reported procedure: A solution of diisopropylamine (33.2 mL) in anhydrous tetrahydrofuran (300 mL) was cooled to −78° C. and a 1.6 M n-butyllithium/hexane solution (148 mL) was added dropwise with stirring. After completion of dropwise addition, the mixture was stirred for 10 min at the same temperature, and then β-picoline (20 g) was added dropwise. The temperature was raised to −10-0° C., and after stirring for 20 min, a solution of ethyl p-anisate (19.4 g) in anhydrous tetrahydrofuran (40 mL) was added dropwise....